From a dataset of the Open Reaction Database (ORD), a public repository of structured organic reaction records. describe an organic reaction: reactants, conditions, products, and yield Starting materials: O (water), C(C)(=O)OCC1=NC=C(C(=C1)OS(=O)(=O)C(F)(F)F)OC ((5-methoxy-4-(((trifluoromethyl)sulfonyl)oxy)pyridin-2-yl)methyl acetate), C([O-])([O-])=O.[K+].[K+] (potassium carbonate), CB1OB(OB(O1)C)C (trimethylboroxin). Reagents/catalysts: C=1C=CC(=CC1)[P](C=2C=CC=CC2)(C=3C=CC=CC3)[Pd]([P](C=4C=CC=CC4)(C=5C=CC=CC5)C=6C=CC=CC6)([P](C=7C=CC=CC7)(C=8C=CC=CC8)C=9C=CC=CC9)[P](C=1C=CC=CC1)(C=1C=CC=CC1)C=1C=CC=CC1 (tetrakis(triphenylphosphine)palladium(0)). Solvent: C(C)(=O)OCC (ethyl acetate), O1CCOCC1 (dioxane). Conditions: temperature 80 celsius, time 3 hour. The product is C(C)(=O)OCC1=NC=C(C(=C1)C)OC ((5-methoxy-4-methylpyridin-2-yl)methyl acetate). The yield is 74.2%. RXN SMILES: [C:1]([O:4][CH2:5][C:6]1[CH:11]=[C:10](OS(C(F)(F)F)(=O)=O)[C:9]([O:20][CH3:21])=[CH:8][N:7]=1)(=[O:3])[CH3:2].[C:22](=O)([O-])[O-].[K+].[K+].CB1OB(C)OB(C)O1.O>O1CCOCC1.C1C=CC([P]([Pd]([P](C2C=CC=CC=2)(C2C=CC=CC=2)C2C=CC=CC=2)([P](C2C=CC=CC=2)(C2C=CC=CC=2)C2C=CC=CC=2)[P](C2C=CC=CC=2)(C2C=CC=CC=2)C2C=CC=CC=2)(C2C=CC=CC=2)C2C=CC=CC=2)=CC=1.C(OCC)(=O)C>[C:1]([O:4][CH2:5][C:6]1[CH:11]=[C:10]([CH3:22])[C:9]([O:20][CH3:21])=[CH:8][N:7]=1)(=[O:3])[CH3:2] |f:1.2.3,^1:47,49,68,87|. Reported procedure: To a solution of 0.50 g of (5-methoxy-4-(((trifluoromethyl)sulfonyl)oxy)pyridin-2-yl)methyl acetate in 5 mL of dioxane, 0.63 g of potassium carbonate, 0.21 mL of trimethylboroxin and 0.18 g of tetrakis(triphenylphosphine)palladium(0) were added, and the mixture was stirred at 70 to 90° C. for 3 hours under a nitrogen atmosphere. The mixture was heated under reflux while further stirring for 3 hours, after cooling to room temperature, water and ethyl acetate were added to the reaction mixture, an...